Task: describe an organic reaction: reactants, conditions, products, and yield. Dataset: the Open Reaction Database (ORD), a public repository of structured organic reaction records Reactants: c1ccc(COc2ccc(CCNCCC(c3ccccc3)c3ccccc3)cc2)cc1, CCO, [H][H]. The product is Oc1ccc(CCNCCC(c2ccccc2)c2ccccc2)cc1. RXN SMILES: [CH2:1]([c:2]1[cH:3][cH:4][cH:5][cH:6][cH:7]1)[O:8][c:9]1[cH:10][cH:11][c:12]([CH2:15][CH2:16][NH:17][CH2:18][CH2:19][CH:20]([c:21]2[cH:22][cH:23][cH:24][cH:25][cH:26]2)[c:27]2[cH:28][cH:29][cH:30][cH:31][cH:32]2)[cH:13][cH:14]1.[CH3:35][CH2:36][OH:37].[H:33][H:34]>>[OH:8][c:9]1[cH:10][cH:11][c:12]([CH2:15][CH2:16][NH:17][CH2:18][CH2:19][CH:20]([c:21]2[cH:22][cH:23][cH:24][cH:25][cH:26]2)[c:27]2[cH:28][cH:29][cH:30][cH:31][cH:32]2)[cH:13][cH:14]1. Starting materials: CC(=O)[O-], CN(C=O)c1ccccc1, ClCCCl, [Na+], O, O, O=P(Cl)(Cl)Cl, O=C(OCc1ccccc1)c1cc2ccccc2[nH]1. Product: O=Cc1c(C(=O)OCc2ccccc2)[nH]c2ccccc12. As a reaction SMILES: [C:36]([O-:37])(=[O:38])[CH3:39].[CH3:6][N:7]([c:8]1[cH:9][cH:10][cH:11][cH:12][cH:13]1)[CH:14]=[O:15].[Cl:41][CH2:42][CH2:43][Cl:44].[Na+:40].[OH2:35].[OH2:45].[P:1]([Cl:2])([Cl:3])([Cl:4])=[O:5].[nH:16]1[c:17]([C:25](=[O:26])[O:27][CH2:28][c:29]2[cH:30][cH:31][cH:32][cH:33][cH:34]2)[cH:18][c:19]2[cH:20][cH:21][cH:22][cH:23][c:24]12>>[CH:14](=[O:15])[c:18]1[c:17]([C:25](=[O:26])[O:27][CH2:28][c:29]2[cH:30][cH:31][cH:32][cH:33][cH:34]2)[nH:16][c:24]2[c:19]1[cH:20][cH:21][cH:22][cH:23]2. The reactants are CC1=NN2C(C=CC=C2)=C1 (2-Methylpyrazolo[1,5-a]pyridine), C(C(C)C)(=O)OC(C(C)C)=O (isobutyric anhydride), C(C(C)C)(=O)C=1C(=NN2C1C=CC=C2)C (3-isobutyryl-2-methylpyrazolo[1,5-a]pyridine). Reagents/catalysts: S(O)(O)(=O)=O (sulfuric acid). The product is C(C(C)C)C=1C(=NN2C1C=CC=C2)C (3-isobutyl-2-methylpyrazolo[1,5-a]-pyridine). The yield is 40.0%. RXN SMILES: CC1C=C2C=CC=CN2N=1.C(OC(=O)C(C)C)(=O)C(C)C.[C:22]([C:27]1[C:28]([CH3:36])=[N:29][N:30]2[CH:35]=[CH:34][CH:33]=[CH:32][C:31]=12)(=O)[CH:23]([CH3:25])[CH3:24]>S(=O)(=O)(O)O>[CH2:22]([C:27]1[C:28]([CH3:36])=[N:29][N:30]2[CH:35]=[CH:34][CH:33]=[CH:32][C:31]=12)[CH:23]([CH3:25])[CH3:24]. Procedure: 2-Methylpyrazolo[1,5-a]pyridine was worked up according to the same process as shown in example 1, with an excess isobutyric anhydride in the presence of 2-3 drops of concentrated sulfuric acid to prepare 3-isobutyryl-2-methylpyrazolo[1,5-a]pyridine (139-140°/5 mmHg). Yield 40%. The reactants are C(C=C)OC(=O)N1[C@@H](C[C@@H](C1)SC(C1=CC=CC=C1)(C1=CC=CC=C1)C1=CC=CC=C1)/C=C/C(=O)NC ((E)-3-[(2S,4S)-N-allyloxycarbonyl-4-tritylthiopyrrolidin-2-yl]-N-methylacrylamide), C(C)[SiH](CC)CC (triethylsilane). Product: C(C=C)OC(=O)N1[C@@H](C[C@@H](C1)S)/C=C/C(=O)NC ((E)-3-[(2S,4S)-N-Allyloxycarbonyl-4-mercaptopyrrolidin-2-yl]-N-methylacrylamide). The yield is 76.3%. RXN SMILES: [CH2:1]([O:4][C:5]([N:7]1[CH2:11][C@@H:10]([S:12]C(C2C=CC=CC=2)(C2C=CC=CC=2)C2C=CC=CC=2)[CH2:9][C@H:8]1/[CH:32]=[CH:33]/[C:34]([NH:36][CH3:37])=[O:35])=[O:6])[CH:2]=[CH2:3].C([SiH](CC)CC)C>>[CH2:1]([O:4][C:5]([N:7]1[CH2:11][C@@H:10]([SH:12])[CH2:9][C@H:8]1/[CH:32]=[CH:33]/[C:34]([NH:36][CH3:37])=[O:35])=[O:6])[CH:2]=[CH2:3]. Reported procedure: The same operation as in Reference Example 4-2) was carried out by using (E)-3-[(2S,4S)-N-allyloxycarbonyl-4-tritylthiopyrrolidin-2-yl]-N-methylacrylamide (the compound obtained in Reference Example 5-1); 1.54 g, 3 mmol) and triethylsilane (0.49 ml, 3.15 mmol), followed by flash column chromatographic purification on silica gel (Wakogel® C-300, 40 ml, elution with acetone-methylene chloride 1:1) to give the title compound (620 mg, 76.3% yield). Reactants: ClCCl, O=C1CCC(=O)N1Br, CC(C)(C)OC(=O)N1CCc2[nH]c(=O)cc(O)c2CC1. The product is CC(C)(C)OC(=O)N1CCc2[nH]c(=O)c(Br)c(O)c2CC1. RXN SMILES: [Cl:29][CH2:30][Cl:31].[O:1]=[C:2]1[N:3]([Br:8])[C:4](=[O:5])[CH2:6][CH2:7]1.[OH:9][c:10]1[cH:11][c:12](=[O:28])[nH:13][c:14]2[c:20]1[CH2:19][CH2:18][N:17]([C:21](=[O:22])[O:23][C:24]([CH3:25])([CH3:26])[CH3:27])[CH2:16][CH2:15]2>>[Br:8][c:11]1[c:10]([OH:9])[c:20]2[c:14]([nH:13][c:12]1=[O:28])[CH2:15][CH2:16][N:17]([C:21](=[O:22])[O:23][C:24]([CH3:25])([CH3:26])[CH3:27])[CH2:18][CH2:19]2.